From a dataset of the Open Reaction Database (ORD), a public repository of structured organic reaction records. describe an organic reaction: reactants, conditions, products, and yield The reactants are N#Cc1ccccc1Br, CC1CNCCN1, CC(C)(C)[O-], CCOC(C)=O, [Na+], O=C(C=Cc1ccccc1)C=Cc1ccccc1, O=C(C=Cc1ccccc1)C=Cc1ccccc1, O=C(C=Cc1ccccc1)C=Cc1ccccc1, [Pd], [Pd]. The product is CC1CN(c2ccccc2C#N)CCN1. RXN SMILES: [Br:1][c:2]1[c:3]([C:4]#[N:5])[cH:6][cH:7][cH:8][cH:9]1.[CH3:10][CH:11]1[NH:12][CH2:13][CH2:14][NH:15][CH2:16]1.[CH3:17][C:18]([CH3:19])([O-:20])[CH3:21].[CH3:23][CH2:24][O:25][C:26]([CH3:27])=[O:28].[Na+:22].[O:31]=[C:32]([CH:33]=[CH:34][c:35]1[cH:36][cH:37][cH:38][cH:39][cH:40]1)[CH:41]=[CH:42][c:43]1[cH:44][cH:45][cH:46][cH:47][cH:48]1.[O:49]=[C:50]([CH:51]=[CH:52][c:53]1[cH:54][cH:55][cH:56][cH:57][cH:58]1)[CH:59]=[CH:60][c:61]1[cH:62][cH:63][cH:64][cH:65][cH:66]1.[O:67]=[C:68]([CH:69]=[CH:70][c:71]1[cH:72][cH:73][cH:74][cH:75][cH:76]1)[CH:77]=[CH:78][c:79]1[cH:80][cH:81][cH:82][cH:83][cH:84]1.[Pd:29].[Pd:30]>>[c:2]1([N:15]2[CH2:14][CH2:13][NH:12][CH:11]([CH3:10])[CH2:16]2)[c:3]([C:4]#[N:5])[cH:6][cH:7][cH:8][cH:9]1.